This data is from the Open Reaction Database (ORD), a public repository of structured organic reaction records. The task is: describe an organic reaction: reactants, conditions, products, and yield Reaction SMILES: [CH3:1][O:2][C:3]([c:4]1[cH:5][c:6]([O:27][CH3:28])[c:7]([CH:10]=[CH:11][C:12]([c:13]2[c:14]([NH:19][c:20]3[cH:21][cH:22][cH:23][cH:24][cH:25]3)[n:15][cH:16][cH:17][cH:18]2)=[O:26])[cH:8][cH:9]1)=[O:29].[CH3:32][CH2:33][O:34][C:35](=[O:36])[CH3:37].[H:30][H:31]>>[CH3:1][O:2][C:3]([c:4]1[cH:5][c:6]([O:27][CH3:28])[c:7]([CH2:10][CH2:11][C:12]([c:13]2[c:14]([NH:19][c:20]3[cH:21][cH:22][cH:23][cH:24][cH:25]3)[n:15][cH:16][cH:17][cH:18]2)=[O:26])[cH:8][cH:9]1)=[O:29]. The reactants are COC(=O)c1ccc(C=CC(=O)c2cccnc2Nc2ccccc2)c(OC)c1, CCOC(C)=O, [H][H]. Yields the product COC(=O)c1ccc(CCC(=O)c2cccnc2Nc2ccccc2)c(OC)c1.